Dataset: the Open Reaction Database (ORD), a public repository of structured organic reaction records. Task: describe an organic reaction: reactants, conditions, products, and yield Starting materials: C(#N)C=P(CCCC)(CCCC)CCCC ((cyanomethylene)tributylphosphorane), [N+](=O)([O-])C1=C(C=CC=C1)S(=O)(=O)OC1=CC=C(C=C1)C(CN(S(=O)(=O)C1=C(C=CC=C1)[N+](=O)[O-])CCO)O (4-(1-Hydroxy-2-(N-(2-hydroxyethyl)-2-nitrophenylsulfonamido)ethyl)phenyl 2-nitrobenzenesulfonate). Run in C1(=CC=CC=C1)C (toluene), C1(=CC=CC=C1)C (toluene). Yields the product [N+](=O)([O-])C1=C(C=CC=C1)S(=O)(=O)OC1=CC=C(C=C1)C1CN(CCO1)S(=O)(=O)C1=C(C=CC=C1)[N+](=O)[O-] (4-(4-(2-Nitrobenzenesulfonyl)morpholin-2-yl)phenyl 2-nitrobenzenesulfonate). The yield is 54.0%. RXN SMILES: C(C=P(CCCC)(CCCC)CCCC)#N.[N+:17]([C:20]1[CH:25]=[CH:24][CH:23]=[CH:22][C:21]=1[S:26]([O:29][C:30]1[CH:35]=[CH:34][C:33]([CH:36](O)[CH2:37][N:38]([CH2:51][CH2:52][OH:53])[S:39]([C:42]2[CH:47]=[CH:46][CH:45]=[CH:44][C:43]=2[N+:48]([O-:50])=[O:49])(=[O:41])=[O:40])=[CH:32][CH:31]=1)(=[O:28])=[O:27])([O-:19])=[O:18]>C1(C)C=CC=CC=1>[N+:17]([C:20]1[CH:25]=[CH:24][CH:23]=[CH:22][C:21]=1[S:26]([O:29][C:30]1[CH:35]=[CH:34][C:33]([CH:36]2[O:53][CH2:52][CH2:51][N:38]([S:39]([C:42]3[CH:47]=[CH:46][CH:45]=[CH:44][C:43]=3[N+:48]([O-:50])=[O:49])(=[O:40])=[O:41])[CH2:37]2)=[CH:32][CH:31]=1)(=[O:27])=[O:28])([O-:19])=[O:18]. Procedure details: A 1 M toluene solution of 5.87 ml (5.87 mmol) of (cyanomethylene)tributylphosphorane was added to a solution of 2.22 g (3.91 mmol) of the title compound produced in step (ii) of Reference Example 12 in toluene (55.0 ml), and the mixture was stirred with heating under reflux for 1 hr 20 min. The reaction solution was then cooled to room temperature, and the solvent was removed under the reduced pressure. The residue was purified by column chromatography on silica gel (hexane:ethyl acetate=2:1) to... Reactants: COC=1C=C(C=CC1OC)CCCO (3-(3,4-dimethoxy-phenyl)-propan-1-ol). Run in C(Cl)Cl (CH2Cl2), C(Cl)Cl (CH2Cl2). Run at time 30 minute. Product: COC=1C=C(C=CC1OC)CCC=O (3-(3,4-dimethoxy-phenyl)-propionaldehyde). RXN SMILES: [CH3:1][O:2][C:3]1[CH:4]=[C:5]([CH2:11][CH2:12][CH2:13][OH:14])[CH:6]=[CH:7][C:8]=1[O:9][CH3:10]>C(Cl)Cl>[CH3:1][O:2][C:3]1[CH:4]=[C:5]([CH2:11][CH2:12][CH:13]=[O:14])[CH:6]=[CH:7][C:8]=1[O:9][CH3:10]. Reported procedure: A solution of 2.0 g (10.2 mmol) of the aldehyde prepared in step A in 40 ml CH2Cl2 is oxidised in the dark by the addition of 4.32 g (10.2 mmol) Dess-Marin periodinane. The reaction is complete after 30 minutes. The suspension formed is taken up into 50 ml CH2Cl2 and washed twice with sodium bicarbonate and 20% sodium thiosulphate solution. Concentration of the organic layer affords a beige crude product which is purified by chromatography (hexane/ethyl acetate) to yield a yellow oil.